This data is from the Open Reaction Database (ORD), a public repository of structured organic reaction records. The task is: describe an organic reaction: reactants, conditions, products, and yield Reactants: C(=O)(O)[O-].[Na+] (NaHCO3), NC1=NC=C(C=N1)C1=CC2=C(N(C(=N2)C2=C(C(=O)NN)C=CC=C2)C(C)(C)C)C=C1 (2-[5-(2-amino-pyrimidin-5-yl)-1-tert-butyl-1H-benzimidazol-2-yl]-benzoic acid hydrazide), N#CBr (cyanogen bromide). Solvent: O (water), O1CCOCC1 (1,4-dioxane). Run at time 18 hour. Product: NC1=NN=C(O1)C1=C(C=CC=C1)C1=NC2=C(N1C(C)(C)C)C=CC(=C2)C=2C=NC(=NC2)N (5-{2-[2-(5-Amino-1,3,4-oxadiazol-2-yl)-phenyl]-1-tert-butyl-1H-benzimidazol-5-yl}-pyrimidin-2-ylamine). The yield is 65.7%. As a reaction SMILES: [NH2:1][C:2]1[N:7]=[CH:6][C:5]([C:8]2[CH:30]=[CH:29][C:11]3[N:12]([C:25]([CH3:28])([CH3:27])[CH3:26])[C:13]([C:15]4[CH:24]=[CH:23][CH:22]=[CH:21][C:16]=4[C:17]([NH:19][NH2:20])=[O:18])=[N:14][C:10]=3[CH:9]=2)=[CH:4][N:3]=1.C([O-])(O)=O.[Na+].[N:36]#[C:37]Br>O1CCOCC1.O>[NH2:36][C:37]1[O:18][C:17]([C:16]2[CH:21]=[CH:22][CH:23]=[CH:24][C:15]=2[C:13]2[N:12]([C:25]([CH3:26])([CH3:27])[CH3:28])[C:11]3[CH:29]=[CH:30][C:8]([C:5]4[CH:4]=[N:3][C:2]([NH2:1])=[N:7][CH:6]=4)=[CH:9][C:10]=3[N:14]=2)=[N:19][N:20]=1 |f:1.2|. Reported procedure: To a vial is added 2-[5-(2-amino-pyrimidin-5-yl)-1-tert-butyl-1H-benzimidazol-2-yl]-benzoic acid hydrazide (43 mg, 0.107 mmol) in 1,4-dioxane (2 mL), followed by the addition of NaHCO3 (13 mg, 0.155 mmol) in water (0.5 mL), then cyanogen bromide (13 mg, 0.123 mmol). The reaction mixture is stirred at room temperature for 18 hours. The reaction mixture is concentrated in vacuo. The residue is loaded to a silica gel column. The column is eluted with 0-8% 2M NH3 in MeOH/CH2Cl2. The product fraction...